Dataset: the Open Reaction Database (ORD), a public repository of structured organic reaction records. Task: describe an organic reaction: reactants, conditions, products, and yield Starting materials: FC(COC1=C(C=CC(=C1)OC1=NC=CC=C1)CC(=O)OC)(F)F (methyl 2-(2,2,2-trifluoroethoxy)-4-(2-pyridyloxy)phenylacetate), O (water), O[Li].O (LiOH·H2O), Cl (HCl). Solvent: C1CCOC1 (THF). Reaction conditions: time 14 hour. Product: FC(COC1=C(C=CC(=C1)OC1=NC=CC=C1)CC(=O)O)(F)F (2-(2,2,2-trifluoroethoxy)-4-(2-pyridyloxy)-phenylacetic acid). RXN SMILES: [F:1][C:2]([F:24])([F:23])[CH2:3][O:4][C:5]1[CH:10]=[C:9]([O:11][C:12]2[CH:17]=[CH:16][CH:15]=[CH:14][N:13]=2)[CH:8]=[CH:7][C:6]=1[CH2:18][C:19]([O:21]C)=[O:20].O.O[Li].O.Cl>C1COCC1>[F:24][C:2]([F:1])([F:23])[CH2:3][O:4][C:5]1[CH:10]=[C:9]([O:11][C:12]2[CH:17]=[CH:16][CH:15]=[CH:14][N:13]=2)[CH:8]=[CH:7][C:6]=1[CH2:18][C:19]([OH:21])=[O:20] |f:2.3|. Procedure details: To a stirred solution of methyl 2-(2,2,2-trifluoroethoxy)-4-(2-pyridyloxy)phenylacetate (0.45 g, 1.3 mmol) from Step 3 above in THF (4 mL) and water (1 mL) was added LiOH·H2O (0.065 g, 1.5 mmol). The mixture was stirred at ambient temperature for 14 h. The solution was adjusted to pH 3 by the addition of 5 N aqueous HCl and the solvents were removed under reduced pressure. The residue was purified by pressurized silica gel column chromatography using a gradient elution of 0-20% MeOH:CH2Cl2 to gi... Reactants: ClC(=CC1C(C1C(=O)O)(C)C)C(F)(F)F (3-(2-chloro-2-trifluoromethylvinyl)-2,2-dimethylcyclopropanecarboxylic acid), FC(C1=CC(=CC=C1)OC1=CC=CC=C1)Br (α-fluoro-3-phenoxybenzyl bromide). Yields the product ClC(=CC1C(C1C(=O)OC(C1=CC(=CC=C1)OC1=CC=CC=C1)F)(C)C)C(F)(F)F (α-Fluoro-3-phenoxybenzyl 3-(2-chloro-2-trifluoromethylvinyl)2,2-dimethylcyclopropanecarboxylate). RXN SMILES: [Cl:1][C:2]([C:12]([F:15])([F:14])[F:13])=[CH:3][CH:4]1[CH:6]([C:7]([OH:9])=[O:8])[C:5]1([CH3:11])[CH3:10].[F:16][CH:17](Br)[C:18]1[CH:23]=[CH:22][CH:21]=[C:20]([O:24][C:25]2[CH:30]=[CH:29][CH:28]=[CH:27][CH:26]=2)[CH:19]=1>>[Cl:1][C:2]([C:12]([F:13])([F:14])[F:15])=[CH:3][CH:4]1[CH:6]([C:7]([O:9][CH:17]([F:16])[C:18]2[CH:23]=[CH:22][CH:21]=[C:20]([O:24][C:25]3[CH:26]=[CH:27][CH:28]=[CH:29][CH:30]=3)[CH:19]=2)=[O:8])[C:5]1([CH3:11])[CH3:10]. Procedure: This compound was prepared from 3-(2-chloro-2-trifluoromethylvinyl)-2,2-dimethylcyclopropanecarboxylic acid and α-fluoro-3-phenoxybenzyl bromide following the procedure described in Example 2 Method B. The product, a colourless oil, was characterised by pmr spectroscopy. Chemical shift δppm (solvent CDCl3): 1.26 (6H, m, C(CH3)2); 1.72-2.44 (2H, m, cyclopropyl protons); 5.80 and 6.18 (1H, 2xd, vinyl proton); 7.20 (1H, d, J=56 Hz, CHF) and about 7.13 (9H, m, aromatic protons). Starting materials: NC1=C(C(=O)O)C(=CC=N1)C (2-amino-4-methylnicotinic acid), NC1=C(C(=O)O)C=CC=N1 (2-aminonicotinic acid). The product is CC1=C(C=2N(C(C3=C(N2)CCC3)=O)C=C1)C(=O)O (1,2,3,10-Tetrahydro-6-methyl-10-oxocyclopenta[d]pyrido[1,2-a]pyrimidine-5-carboxylic acid). RXN SMILES: [NH2:1][C:2]1[N:10]=[CH:9][CH:8]=[C:7]([CH3:11])[C:3]=1[C:4]([OH:6])=[O:5].N[C:13]1N=[CH:20][CH:19]=[CH:18][C:14]=1[C:15](O)=[O:16]>>[CH3:11][C:7]1[CH:8]=[CH:9][N:10]2[C:15](=[O:16])[C:14]3[CH2:13][CH2:20][CH2:19][C:18]=3[N:1]=[C:2]2[C:3]=1[C:4]([OH:6])=[O:5]. Procedure: By substituting 2-amino-4-methylnicotinic acid for the 2-aminonicotinic acid in Example 4, there is obtained the named compound.